Dataset: the Open Reaction Database (ORD), a public repository of structured organic reaction records. Task: describe an organic reaction: reactants, conditions, products, and yield Starting materials: C(C)NCCCCCC(C)O (ethyl(6-hydroxyheptyl)amine), Cl (HCl), CS(=O)(=O)NC1=CC=C(C=C1)C(CCC(=O)O)=O (4-((methanesulfonyl)amino)-γ-oxobenzenebutanoic acid), ClC(=O)OCC(C)C (isobutyl chloroformate). Solvent: C1CCOC1 (THF), C(C)N(CC)CC (triethyl amine), C1CCOC1 (THF), C(C)N(CC)CC (triethylamine). Reaction conditions: temperature -8 celsius, time 90 minute. Yields the product C(C)N(C(CCC(C1=CC=C(C=C1)NS(=O)(=O)C)=O)=O)CCCCCC(C)O (N-ethyl-N-(6-hydroxyheptyl)-γ-oxo-4-((methanesulfonyl)amino)benzenebutanamide). Isolated yield 48.5%. As a reaction SMILES: [CH3:1][S:2]([NH:5][C:6]1[CH:11]=[CH:10][C:9]([C:12](=[O:18])[CH2:13][CH2:14][C:15]([OH:17])=O)=[CH:8][CH:7]=1)(=[O:4])=[O:3].ClC(OCC(C)C)=O.[CH2:27]([NH:29][CH2:30][CH2:31][CH2:32][CH2:33][CH2:34][CH:35]([OH:37])[CH3:36])[CH3:28].Cl>C1COCC1.C(N(CC)CC)C>[CH2:27]([N:29]([CH2:30][CH2:31][CH2:32][CH2:33][CH2:34][CH:35]([OH:37])[CH3:36])[C:15](=[O:17])[CH2:14][CH2:13][C:12](=[O:18])[C:9]1[CH:8]=[CH:7][C:6]([NH:5][S:2]([CH3:1])(=[O:3])=[O:4])=[CH:11][CH:10]=1)[CH3:28]. Procedure: A stirred solution of 4-((methanesulfonyl)amino)-γ-oxobenzenebutanoic acid (as described in EP 164 865) (0.49 g, 1.8 mmol) in THF (15 ml), under nitrogen, was treated with triethylamine (0.28 ml), cooled to -8° C. and treated during 5 minutes with isobutyl chloroformate (0.26 ml, 2.04 mmol). This mixture was kept at -5° to -8° C. for 90 minutes and then treated during 30 minutes with a solution of the product from Step III (0.31 g, 1.95 mmol) and triethyl amine (0.28 ml) in THF (10 ml). The mixt... Starting materials: Brc1ccc(Oc2ccccc2)nc1, [Li]CCCC, CN(C)C=O, C1CCOC1. Product: O=Cc1ccc(Oc2ccccc2)nc1. As a reaction SMILES: [Br:1][c:2]1[cH:3][cH:4][c:5]([O:8][c:9]2[cH:10][cH:11][cH:12][cH:13][cH:14]2)[n:6][cH:7]1.[CH2:15]([Li:16])[CH2:17][CH2:18][CH3:19].[CH3:20][N:21]([CH:22]=[O:23])[CH3:24].[O:25]1[CH2:26][CH2:27][CH2:28][CH2:29]1>>[c:2]1([CH:22]=[O:23])[cH:3][cH:4][c:5]([O:8][c:9]2[cH:10][cH:11][cH:12][cH:13][cH:14]2)[n:6][cH:7]1. Reactants: C#CCCCCN(C(=O)C(=O)N1CCc2cc(OC)c(Br)cc2C1C(=O)OCC)C(C)(C)C, Cl, [K+], C1COCCO1, [OH-], O. Product: C#CCCCCN(C(=O)C(=O)N1CCc2cc(OC)c(Br)cc2C1C(=O)O)C(C)(C)C. Reaction SMILES: [Br:1][c:2]1[c:3]([O:32][CH3:33])[cH:4][c:5]2[c:10]([cH:11]1)[CH:9]([C:12](=[O:13])[O:14][CH2:15][CH3:16])[N:8]([C:17]([C:18](=[O:19])[N:20]([CH2:21][CH2:22][CH2:23][CH2:24][C:25]#[CH:26])[C:27]([CH3:28])([CH3:29])[CH3:30])=[O:31])[CH2:7][CH2:6]2.[ClH:36].[K+:35].[O:37]1[CH2:38][CH2:39][O:40][CH2:41][CH2:42]1.[OH-:34].[OH2:43]>>[Br:1][c:2]1[c:3]([O:32][CH3:33])[cH:4][c:5]2[c:10]([cH:11]1)[CH:9]([C:12](=[O:13])[OH:14])[N:8]([C:17]([C:18](=[O:19])[N:20]([CH2:21][CH2:22][CH2:23][CH2:24][C:25]#[CH:26])[C:27]([CH3:28])([CH3:29])[CH3:30])=[O:31])[CH2:7][CH2:6]2. Starting materials: ClC(Cl)Cl, O=S(Cl)Cl, OCCCc1ccncc1. Yields the product ClCCCc1ccncc1. Reaction SMILES: [CH:15]([Cl:16])([Cl:17])[Cl:18].[S:11]([Cl:12])([Cl:13])=[O:14].[n:1]1[cH:2][cH:3][c:4]([CH2:7][CH2:8][CH2:9][OH:10])[cH:5][cH:6]1>>[n:1]1[cH:2][cH:3][c:4]([CH2:7][CH2:8][CH2:9][Cl:13])[cH:5][cH:6]1.